From a dataset of the Open Reaction Database (ORD), a public repository of structured organic reaction records. describe an organic reaction: reactants, conditions, products, and yield Starting materials: CC(C)(C)c1ccc(S(=O)(=O)Nc2cc(F)c(Cl)cc2C(=O)Cl)cc1, ClCCl, NN. Product: CC(C)(C)c1ccc(S(=O)(=O)Nc2cc(F)c(Cl)cc2C(=O)NN)cc1. As a reaction SMILES: [C:1]([CH3:2])([CH3:3])([CH3:4])[c:5]1[cH:6][cH:7][c:8]([S:11](=[O:12])(=[O:13])[NH:14][c:15]2[c:16]([C:17](=[O:18])[Cl:19])[cH:20][c:21]([Cl:25])[c:22]([F:24])[cH:23]2)[cH:9][cH:10]1.[Cl:28][CH2:29][Cl:30].[NH2:26][NH2:27]>>[C:1]([CH3:2])([CH3:3])([CH3:4])[c:5]1[cH:6][cH:7][c:8]([S:11](=[O:12])(=[O:13])[NH:14][c:15]2[c:16]([C:17](=[O:18])[NH:26][NH2:27])[cH:20][c:21]([Cl:25])[c:22]([F:24])[cH:23]2)[cH:9][cH:10]1. Yields the product Clc1ccc(C(Cl)c2cc3cc(Cl)cc(Cl)c3o2)cc1. Starting materials: C1CCCCC1, OC(c1ccc(Cl)cc1)c1cc2cc(Cl)cc(Cl)c2o1, O=S(Cl)Cl. As a reaction SMILES: [CH2:25]1[CH2:26][CH2:27][CH2:28][CH2:29][CH2:30]1.[Cl:5][c:6]1[cH:7][c:8]([Cl:24])[c:9]2[c:10]([cH:11][c:12]([CH:14]([OH:15])[c:16]3[cH:17][cH:18][c:19]([Cl:22])[cH:20][cH:21]3)[o:13]2)[cH:23]1.[S:1]([Cl:2])([Cl:3])=[O:4]>>[Cl:3][CH:14]([c:12]1[cH:11][c:10]2[c:9]([c:8]([Cl:24])[cH:7][c:6]([Cl:5])[cH:23]2)[o:13]1)[c:16]1[cH:17][cH:18][c:19]([Cl:22])[cH:20][cH:21]1. Reactants: CN(C=O)C (dimethylformamide), ice water, ClC(C(F)(F)SC=1NC2=CC=CC=C2C1)F (2-[(2-chloro-1,1,2-trifluoroethyl)thio]indole), ClS(=O)(=O)N=C=O (chlorosulfonylisocyanate), C(C)(=O)OCC (ethyl acetate). Run in C(C)#N (acetonitrile), C(C)#N (acetonitrile), hexanes. Reaction conditions: time 3 hour. The product is ClC(C(F)(F)SC=1NC2=CC=CC=C2C1C#N)F (2-[(2-chloro-1,1,2-trifluoroethyl)-thio]indole-3-carbonitrile), 0. Isolated yield 63.0%. RXN SMILES: [Cl:1][CH:2]([F:16])[C:3]([S:6][C:7]1[NH:8][C:9]2[C:14]([CH:15]=1)=[CH:13][CH:12]=[CH:11][CH:10]=2)([F:5])[F:4].ClS([N:21]=[C:22]=O)(=O)=O.CN(C)C=O.C(OCC)(=O)C>C(#N)C>[Cl:1][CH:2]([F:16])[C:3]([S:6][C:7]1[NH:8][C:9]2[C:14]([C:15]=1[C:22]#[N:21])=[CH:13][CH:12]=[CH:11][CH:10]=2)([F:4])[F:5]. Reported procedure: A solution of 2-[(2-chloro-1,1,2-trifluoroethyl)thio]indole (0.64 g, 2.4 mmole) in acetonitrile is treated with a solution of chlorosulfonylisocyanate (CSI) (0.85 g, 6.0 mmole) in acetonitrile at ice bath temperatures, stirred at room temperature for 3 hours, treated with dimethylformamide (0.88 g, 12 mmole) at 0° C., stirred for 1 hour at ambient temperatures, poured into ice water and extracted with ethyl acetate. The combined extracts are washed with brine, dried over MgSO4 and concentrated i... Reactants: CN(C)CCS, CC(C)(C)[O-], CS(C)=O, CC(C)OC(=O)N1CCC(Oc2ncnc(Nc3ccc(I)cc3F)c2C#N)CC1, [Na+]. Yields the product CC(C)OC(=O)N1CCC(Oc2ncnc(Nc3ccc(SCCN(C)C)cc3F)c2C#N)CC1. As a reaction SMILES: [CH3:31][N:32]([CH2:33][CH2:34][SH:35])[CH3:36].[CH3:37][C:38]([CH3:39])([O-:40])[CH3:41].[CH3:43][S:44]([CH3:45])=[O:46].[CH:1]([CH3:2])([CH3:3])[O:4][C:5](=[O:6])[N:7]1[CH2:8][CH2:9][CH:10]([O:13][c:14]2[n:15][cH:16][n:17][c:18]([NH:22][c:23]3[c:24]([F:30])[cH:25][c:26]([I:29])[cH:27][cH:28]3)[c:19]2[C:20]#[N:21])[CH2:11][CH2:12]1.[Na+:42]>>[CH:1]([CH3:2])([CH3:3])[O:4][C:5](=[O:6])[N:7]1[CH2:8][CH2:9][CH:10]([O:13][c:14]2[n:15][cH:16][n:17][c:18]([NH:22][c:23]3[c:24]([F:30])[cH:25][c:26]([S:35][CH2:34][CH2:33][N:32]([CH3:31])[CH3:36])[cH:27][cH:28]3)[c:19]2[C:20]#[N:21])[CH2:11][CH2:12]1. The reactants are COC1=CC=C(CN2C=CC=3C2=NC=C(C3)C(=O)O)C=C1 (1-(4-methoxy-benzyl)-1H-pyrrolo[2,3-b]pyridine-5-carboxylic acid), 1-chloro-N,N-2-trimethylpropenylamine, acid chloride, CN(C)C=O (DMF), C(=O)([O-])[O-].[K+].[K+] (K2CO3), FC1=NC(=CC=C1N)F (2,6-difluoro-pyridin-3-ylamine). The solvent is C(Cl)Cl (CH2Cl2), N1=CC=CC=C1 (pyridine). Reaction conditions: temperature 150 celsius. The product is FC1=CC=C2C(=N1)OC(=N2)C=2C=C1C(=NC2)N(C=C1)CC1=CC=C(C=C1)OC (5-fluoro-2-[1-(4-methoxy-benzyl)-1H-pyrrolo[2,3-b]pyridin-5-yl]-oxazolo[5,4-b]pyridine), crude residue. Reaction SMILES: [CH3:1][O:2][C:3]1[CH:21]=[CH:20][C:6]([CH2:7][N:8]2[C:12]3=[N:13][CH:14]=[C:15]([C:17]([OH:19])=O)[CH:16]=[C:11]3[CH:10]=[CH:9]2)=[CH:5][CH:4]=1.F[C:23]1[C:28]([NH2:29])=[CH:27][CH:26]=[C:25]([F:30])[N:24]=1.CN(C=O)C.C([O-])([O-])=O.[K+].[K+]>C(Cl)Cl.N1C=CC=CC=1>[F:30][C:25]1[N:24]=[C:23]2[O:19][C:17]([C:15]3[CH:16]=[C:11]4[CH:10]=[CH:9][N:8]([CH2:7][C:6]5[CH:5]=[CH:4][C:3]([O:2][CH3:1])=[CH:21][CH:20]=5)[C:12]4=[N:13][CH:14]=3)=[N:29][C:28]2=[CH:27][CH:26]=1 |f:3.4.5|. Procedure: To a stirred solution of 1-(4-methoxy-benzyl)-1H-pyrrolo[2,3-b]pyridine-5-carboxylic acid (47 mg, 0.17 mmol) in CH2Cl2 (2 mL) was added 1-chloro-N,N-2-trimethylpropenylamine (45 μL, 0.34 mmol). Following formation of the resulting acid chloride, the reaction mixture was concentrated affording a residue that was dissolved in pyridine (2 mL) before 2,6-difluoro-pyridin-3-ylamine (20 mg, 0.15 mmol) was added in one portion. After an additional 30 minutes the reaction mixture was concentrated to dry...